This data is from the Open Reaction Database (ORD), a public repository of structured organic reaction records. The task is: describe an organic reaction: reactants, conditions, products, and yield Reactants: C(CCC)N1C(N(C=2N=CNC2C1=O)CCCC)=O (1,3-dibutyl-3,7-dihydro-purine-2,6-dione), CCN(C(C)C)C(C)C (i-Pr2NEt), [N+](=O)([O-])C=1C=C(C=CC1)S(=O)(=O)Cl (3-nitrobenzenesulfonyl chloride). The solvent is [Cl-].[Na+].O (brine), C(Cl)Cl (CH2Cl2). Conditions: temperature 23 celsius, time 19 hour. The product is C(CCC)N1C(N(C=2N=CN(C2C1=O)S(=O)(=O)C1=CC(=CC=C1)[N+](=O)[O-])CCCC)=O (1,3-Dibutyl-7-(3-nitro-benzenesulfonyl)-3,7-dihydro-purine-2,6-dione). The yield is 79.0%. As a reaction SMILES: [CH2:1]([N:5]1[C:13](=[O:14])[C:12]2[NH:11][CH:10]=[N:9][C:8]=2[N:7]([CH2:15][CH2:16][CH2:17][CH3:18])[C:6]1=[O:19])[CH2:2][CH2:3][CH3:4].CCN(C(C)C)C(C)C.[N+:29]([C:32]1[CH:33]=[C:34]([S:38](Cl)(=[O:40])=[O:39])[CH:35]=[CH:36][CH:37]=1)([O-:31])=[O:30]>C(Cl)Cl.[Cl-].[Na+].O>[CH2:1]([N:5]1[C:13](=[O:14])[C:12]2[N:11]([S:38]([C:34]3[CH:35]=[CH:36][CH:37]=[C:32]([N+:29]([O-:31])=[O:30])[CH:33]=3)(=[O:39])=[O:40])[CH:10]=[N:9][C:8]=2[N:7]([CH2:15][CH2:16][CH2:17][CH3:18])[C:6]1=[O:19])[CH2:2][CH2:3][CH3:4] |f:4.5.6|. Procedure: To 404 mg (1.53 mmol) of 1,3-dibutyl-3,7-dihydro-purine-2,6-dione in 15 mL of CH2Cl2 at 23° C. was added 0.40 mL (296 mg, 2.29 mmol) i-Pr2NEt followed by 373 mg (1.68 mmol) of 3-nitrobenzenesulfonyl chloride. After stirring at 23° C. for 19 h, the reaction mixture was poured into 50 mL brine and extracted with 3×50 mL of EtOAc. The combined organics were successively washed with 1×50 mL sat. NaHCO3 solution, 1×50 mL H2O, 1×50 mL brine, dried over MgSO4, filtered and evaporated to an oily yellow ... The reactants are C1CCOC1, CCOc1cc(CN2CCC(Nc3nc4cccc(C(=O)OC)c4o3)CC2)ccc1C, CO, Cl, [Li+], [OH-], O. The product is CCOc1cc(CN2CCC(Nc3nc4cccc(C(=O)O)c4o3)CC2)ccc1C. Reaction SMILES: [CH2:36]1[O:37][CH2:38][CH2:39][CH2:40]1.[CH3:1][O:2][C:3](=[O:4])[c:5]1[cH:6][cH:7][cH:8][c:9]2[n:10][c:11]([NH:14][CH:15]3[CH2:16][CH2:17][N:18]([CH2:21][c:22]4[cH:23][c:24]([O:29][CH2:30][CH3:31])[c:25]([CH3:28])[cH:26][cH:27]4)[CH2:19][CH2:20]3)[o:12][c:13]12.[CH3:41][OH:42].[ClH:35].[Li+:33].[OH-:32].[OH2:34]>>[O:2]=[C:3]([OH:4])[c:5]1[cH:6][cH:7][cH:8][c:9]2[n:10][c:11]([NH:14][CH:15]3[CH2:16][CH2:17][N:18]([CH2:21][c:22]4[cH:23][c:24]([O:29][CH2:30][CH3:31])[c:25]([CH3:28])[cH:26][cH:27]4)[CH2:19][CH2:20]3)[o:12][c:13]12. The reactants are CCO, Cc1cc(SC#N)c(C(C)C)c2sc(N)nc12, O=P([O-])([O-])[O-], OC(CS)C(O)CS. Product: Cc1cc(S)c(C(C)C)c2sc(N)nc12. As a reaction SMILES: [CH3:31][CH2:32][OH:33].[CH:1]([CH3:2])([CH3:3])[c:4]1[c:5]([S:15][C:16]#[N:17])[cH:6][c:7]([CH3:14])[c:8]2[n:9][c:10]([NH2:13])[s:11][c:12]12.[O-:26][P:27](=[O:28])([O-:29])[O-:30].[SH:18][CH2:19][CH:20]([CH:21]([CH2:22][SH:23])[OH:24])[OH:25]>>[CH:1]([CH3:2])([CH3:3])[c:4]1[c:5]([SH:15])[cH:6][c:7]([CH3:14])[c:8]2[n:9][c:10]([NH2:13])[s:11][c:12]12. Starting materials: C(C)OC(C(O)(C)C(N(N)C)=O)=O (2-Azaalanyl-dl-lactic acid ethyl ester), N (ammonia). Product: NN(C)C(=O)C(C(=O)N)(O)C (2-azaalanyl-dl-lactamide). As a reaction SMILES: C([O:3][C:4](=O)[C:5]([C:8](=[O:12])[N:9]([CH3:11])[NH2:10])([CH3:7])[OH:6])C.[NH3:14]>>[NH2:10][N:9]([C:8]([C:5]([CH3:7])([OH:6])[C:4]([NH2:14])=[O:3])=[O:12])[CH3:11]. Procedure details: 2-Azaalanyl-dl-lactic acid ethyl ester (0.02 mole) is treated with liquid ammonia (50 ml) at room temperature for 16 hours. The mixture is evaporated to dryness. Chromatography on silica gel (80 gm) and elution with 15% methanol in chloroform gives 2-azaalanyl-dl-lactamide. The reactants are CC(=O)O, C#CCOc1cc(N)cc(Cl)c1OCC#C, Cl, Cl[Cu]Cl, O=N[O-], [Na+]. Yields the product C#CCOc1cc(Cl)cc(Cl)c1OCC#C. RXN SMILES: [CH3:22][C:23](=[O:24])[OH:25].[Cl:5][c:6]1[cH:7][c:8]([NH2:9])[cH:10][c:11]([O:17][CH2:18][C:19]#[CH:20])[c:12]1[O:13][CH2:14][C:15]#[CH:16].[ClH:21].[Cu:26]([Cl:27])[Cl:28].[N:1]([O-:2])=[O:3].[Na+:4]>>[Cl:5][c:6]1[cH:7][c:8]([Cl:21])[cH:10][c:11]([O:17][CH2:18][C:19]#[CH:20])[c:12]1[O:13][CH2:14][C:15]#[CH:16].